The task is: describe an organic reaction: reactants, conditions, products, and yield. This data is from the Open Reaction Database (ORD), a public repository of structured organic reaction records. The reactants are [Al+3], COc1cc2c(cc1N)CN(C(=O)CCN(C)C)CC2, [H-], [H-], [H-], [H-], [Li+], C1CCOC1. The product is COc1cc2c(cc1N)CN(CCCN(C)C)CC2. As a reaction SMILES: [Al+3:22].[CH3:1][N:2]([CH2:3][CH2:4][C:5](=[O:6])[N:7]1[CH2:8][c:9]2[cH:10][c:11]([NH2:19])[c:12]([O:17][CH3:18])[cH:13][c:14]2[CH2:15][CH2:16]1)[CH3:20].[H-:21].[H-:24].[H-:25].[H-:26].[Li+:23].[O:27]1[CH2:28][CH2:29][CH2:30][CH2:31]1>>[CH3:1][N:2]([CH2:3][CH2:4][CH2:5][N:7]1[CH2:8][c:9]2[cH:10][c:11]([NH2:19])[c:12]([O:17][CH3:18])[cH:13][c:14]2[CH2:15][CH2:16]1)[CH3:20]. Solvent: CN(C)C=O.C(C)#N (DMF acetonitrile), CCOC(=O)C (AcOEt). The reactants are O (water), N1(CCCCC1)C1CCNCC1 (4-piperidinopiperidine), C(C1=CC=CC=C1)(=O)N1CC(CCC1)(CCCOS(=O)(=O)C)C1=CC(=C(C=C1)Cl)Cl (1-Benzoyl-3-(3,4-dichlorophenyl)-3-[3-(methanesulfonyloxy)propyl]piperidine), C(=O)([O-])[O-].[K+].[K+] (K2CO3). Procedure: A mixture of 0.55 g of 4-piperidinopiperidine, 1.3 g of the compound obtained in step B of EXAMPLE 1 and 1.14 g of K2CO3 in 10 ml of a DMF/acetonitrile mixture (50/50; v/v) is heated at 100° C. for 3 hours. The reaction mixture is poured into water and extracted with AcOEt, the organic phase is washed twice with water and with saturated NaCl solution and dried over MgSO4 and the solvent is evaporated off under vacuum. The residue is chromatographed on silica H using DCM and then a DCM/MeOH mixtu... The product is O.Cl.Cl.C(C1=CC=CC=C1)(=O)N1CC(CCC1)(CCCN1CCC(CC1)N1CCCCC1)C1=CC(=C(C=C1)Cl)Cl.C(C1=CC=CC=C1)(=O)N1CC(CCC1)(C1=CC(=C(C=C1)Cl)Cl)CCCN1CCC(CC1)N1CCCCC1.Cl.Cl (1-Benzoyl-3-(3,4-dichlorophenyl)-3-[3-(4-piperidinopiperid-1-yl)propyl]-piperidine dihydrochloride hemihydrate). RXN SMILES: [N:1]1([CH:7]2[CH2:12][CH2:11][NH:10][CH2:9][CH2:8]2)[CH2:6][CH2:5][CH2:4][CH2:3][CH2:2]1.[C:13]([N:21]1[CH2:26][CH2:25][CH2:24][C:23]([C:35]2[CH:40]=[CH:39][C:38]([Cl:41])=[C:37]([Cl:42])[CH:36]=2)([CH2:27][CH2:28][CH2:29]OS(C)(=O)=O)[CH2:22]1)(=[O:20])[C:14]1[CH:19]=[CH:18][CH:17]=[CH:16][CH:15]=1.C([O-])([O-])=O.[K+].[K+].O>CN(C=O)C.C(#N)C.CCOC(C)=O>[OH2:20].[ClH:41].[ClH:41].[C:13]([N:21]1[CH2:26][CH2:25][CH2:24][C:23]([C:35]2[CH:40]=[CH:39][C:38]([Cl:41])=[C:37]([Cl:42])[CH:36]=2)([CH2:27][CH2:28][CH2:29][N:10]2[CH2:11][CH2:12][CH:7]([N:1]3[CH2:6][CH2:5][CH2:4][CH2:3][CH2:2]3)[CH2:8][CH2:9]2)[CH2:22]1)(=[O:20])[C:14]1[CH:15]=[CH:16][CH:17]=[CH:18][CH:19]=1.[C:13]([N:21]1[CH2:26][CH2:25][CH2:24][C:23]([CH2:27][CH2:28][CH2:29][N:10]2[CH2:11][CH2:12][CH:7]([N:1]3[CH2:6][CH2:5][CH2:4][CH2:3][CH2:2]3)[CH2:8][CH2:9]2)([C:35]2[CH:40]=[CH:39][C:38]([Cl:41])=[C:37]([Cl:42])[CH:36]=2)[CH2:22]1)(=[O:20])[C:14]1[CH:15]=[CH:16][CH:17]=[CH:18][CH:19]=1.[ClH:41].[ClH:41] |f:2.3.4,6.7,9.10.11.12.13.14.15|. Reaction conditions: temperature 100 celsius.